This data is from the Open Reaction Database (ORD), a public repository of structured organic reaction records. The task is: describe an organic reaction: reactants, conditions, products, and yield Reactants: CCOC(=O)C=C1CC2CCCC(C1)N2C(=O)OC(C)(C)C, CCO. Yields the product CCOC(=O)CC1CC2CCCC(C1)N2C(=O)OC(C)(C)C. RXN SMILES: [C:1]([CH3:2])([CH3:3])([CH3:4])[O:5][C:6](=[O:7])[N:8]1[CH:9]2[CH2:10][C:11](=[CH:17][C:18](=[O:19])[O:20][CH2:21][CH3:22])[CH2:12][CH:13]1[CH2:14][CH2:15][CH2:16]2.[CH3:23][CH2:24][OH:25]>>[C:1]([CH3:2])([CH3:3])([CH3:4])[O:5][C:6](=[O:7])[N:8]1[CH:9]2[CH2:10][CH:11]([CH2:17][C:18](=[O:19])[O:20][CH2:21][CH3:22])[CH2:12][CH:13]1[CH2:14][CH2:15][CH2:16]2.